Dataset: the Open Reaction Database (ORD), a public repository of structured organic reaction records. Task: describe an organic reaction: reactants, conditions, products, and yield Reactants: C1(CCCCC1)[C@@H]1COC=2C=3N1C=C(C3C=CC2)C(=O)O ((R)-3-cyclohexyl-2,3-dihydropyrrolo[1,2,3-de]-1,4-benzoxazine-6-carboxylic acid), C(C(=O)Cl)(=O)Cl (oxalyl chloride). The solvent is ClCCl (dichloromethane). Run at time 2 hour. Product: C1(CCCCC1)[C@@H]1COC=2C=3N1C=C(C3C=CC2)C(=O)Cl ((R)-3-cyclohexyl-2,3-dihydropyrrolo[1,2,3-de]-1,4-benzoxazine-6-carboxylic acid chloride). Isolated yield 100.0%. RXN SMILES: [CH:1]1([C@H:7]2[N:12]3[CH:13]=[C:14]([C:19]([OH:21])=O)[C:15]4[CH:16]=[CH:17][CH:18]=[C:10]([C:11]=43)[O:9][CH2:8]2)[CH2:6][CH2:5][CH2:4][CH2:3][CH2:2]1.C(Cl)(=O)C([Cl:25])=O>ClCCl>[CH:1]1([C@H:7]2[N:12]3[CH:13]=[C:14]([C:19]([Cl:25])=[O:21])[C:15]4[CH:16]=[CH:17][CH:18]=[C:10]([C:11]=43)[O:9][CH2:8]2)[CH2:6][CH2:5][CH2:4][CH2:3][CH2:2]1. Reported procedure: To a solution of (R)-3-cyclohexyl-2,3-dihydropyrrolo[1,2,3-de]-1,4-benzoxazine-6-carboxylic acid (362 mg, 1.23 mmol) in dichloromethane (20 ml) was added oxalyl chloride (0.215 ml, 2.46 mmol). The deep blue mixture was stirred at room temperature for 2 h and then the solvent was removed in vacuo to afford (R)-3-cyclohexyl-2,3-dihydropyrrolo[1,2,3-de]-1,4-benzoxazine-6-carboxylic acid chloride (380 mg, 1.23 mmol) as a blue solid. Product: O=Cc1cccc(-c2cc3nccc(Cl)c3s2)n1. As a reaction SMILES: [Br:15][c:16]1[cH:17][cH:18][cH:19][c:20]([CH:22]=[O:23])[n:21]1.[Cl:1][c:2]1[c:3]2[c:4]([n:5][cH:6][cH:7]1)[cH:8][c:9]([Sn:11]([CH3:12])([CH3:13])[CH3:14])[s:10]2.[Pd:24]>>[Cl:1][c:2]1[c:3]2[c:4]([n:5][cH:6][cH:7]1)[cH:8][c:9](-[c:16]1[cH:17][cH:18][cH:19][c:20]([CH:22]=[O:23])[n:21]1)[s:10]2. Starting materials: O=Cc1cccc(Br)n1, C[Sn](C)(C)c1cc2nccc(Cl)c2s1, [Pd]. The reactants are CCCCc1ccc(C#Cc2ccc(CN(CCC(C)(C)C)c3ccc(F)c(C(=O)OC)c3)cc2)cc1, CCOC(C)=O, CCO, [Na+], [OH-]. Product: CCCCc1ccc(C#Cc2ccc(CN(CCC(C)(C)C)c3ccc(F)c(C(=O)O)c3)cc2)cc1. Reaction SMILES: [CH2:1]([CH2:2][CH2:3][CH3:4])[c:5]1[cH:6][cH:7][c:8]([C:11]#[C:12][c:13]2[cH:14][cH:15][c:16]([CH2:17][N:18]([c:19]3[cH:20][cH:21][c:22]([F:29])[c:23]([C:24](=[O:25])[O:26][CH3:27])[cH:28]3)[CH2:30][CH2:31][C:32]([CH3:33])([CH3:34])[CH3:35])[cH:36][cH:37]2)[cH:9][cH:10]1.[CH3:40][CH2:41][O:42][C:43]([CH3:44])=[O:45].[CH3:46][CH2:47][OH:48].[Na+:39].[OH-:38]>>[CH2:1]([CH2:2][CH2:3][CH3:4])[c:5]1[cH:6][cH:7][c:8]([C:11]#[C:12][c:13]2[cH:14][cH:15][c:16]([CH2:17][N:18]([c:19]3[cH:20][cH:21][c:22]([F:29])[c:23]([C:24](=[O:25])[OH:26])[cH:28]3)[CH2:30][CH2:31][C:32]([CH3:33])([CH3:34])[CH3:35])[cH:36][cH:37]2)[cH:9][cH:10]1. Starting materials: C([O-])([O-])=O.[K+].[K+] (Potassium carbonate), CCOC(=O)C (EtOAc), intermediate 11, C(C)(C)N(C(C)C)CC (N,N-diisopropylethylamine), Cl.BrC1=CC=NC=C1 (4-bromopyridine hydrochloride). The solvent is C(C)#N (acetonitrile). Product: ClC1=C2C(=NC=C1)C(CC2)O (4-chloro-6,7-dihydro-5H-Cyclopenta[b]pyridin-7-ol), F2. RXN SMILES: C(N([CH2:8][CH3:9])C(C)C)(C)C.[ClH:10].Br[C:12]1[CH:17]=[CH:16][N:15]=[CH:14][CH:13]=1.[C:18](=[O:21])([O-])[O-].[K+].[K+].CCOC(C)=O>C(#N)C>[Cl:10][C:12]1[CH:17]=[CH:16][N:15]=[C:14]2[CH:18]([OH:21])[CH2:8][CH2:9][C:13]=12 |f:1.2,3.4.5|. Procedure: A solution of intermediate 11 (0.0031 mol), N,N-diisopropylethylamine (0.0028 mol), 4-bromopyridine hydrochloride (0.0034 mol) in acetonitrile (20 ml) was heated at 65° C. for 6 hours. Potassium carbonate 10% and EtOAc were added. The reaction mixture was extracted, the organic layer was separated, dried over MgSO4, filtered and concentrated. The residue (1.3 g) was purified by column chromatography over silica gel (eluent 95/5/0.5 DCM/MeOH/NH4OH). Two fractions were collected and the solvent wa... The reactants are CCO, Cc1ccc(C)c(N)c1, FC(F)(F)c1cc(Cl)nc(-c2ccncc2)n1, Cl, O. The product is Cl, Cc1ccc(C)c(Nc2cc(C(F)(F)F)nc(-c3ccncc3)n2)c1. Reaction SMILES: [CH2:28]([OH:29])[CH3:30].[CH3:18][c:19]1[cH:20][cH:21][c:22]([CH3:23])[c:24]([NH2:25])[cH:26]1.[Cl:1][c:2]1[n:3][c:4](-[c:12]2[cH:13][cH:14][n:15][cH:16][cH:17]2)[n:5][c:6]([C:8]([F:9])([F:10])[F:11])[cH:7]1.[ClH:27].[OH2:31]>>[ClH:1].[c:2]1([NH:25][c:24]2[c:22]([CH3:23])[cH:21][cH:20][c:19]([CH3:18])[cH:26]2)[n:3][c:4](-[c:12]2[cH:13][cH:14][n:15][cH:16][cH:17]2)[n:5][c:6]([C:8]([F:9])([F:10])[F:11])[cH:7]1. Starting materials: COC1=CC=CC2=C1OC1C(O2)C(CCC1)O (9-methoxy-1,2,3,4,4a,10a-hexahydrodibenzo-[b,e][1,4]dioxin-4-ol), Cl.ClCCN1CCOCC1 (4-(2-chloroethyl)morpholine hydrochloride). The product is O1CCN(CC1)CCOC1CCCC2C1OC1=C(O2)C(=CC=C1)OC (4-(2-morpholinoethoxy)-9-methoxy-1,2,3,4,4a,10a-hexahydrodibenzo-[b,e][1,4]dioxin). Yield: 55.7%. Reaction SMILES: [CH3:1][O:2][C:3]1[C:8]2[O:9][CH:10]3[CH2:16][CH2:15][CH2:14][CH:13]([OH:17])[CH:11]3[O:12][C:7]=2[CH:6]=[CH:5][CH:4]=1.Cl.Cl[CH2:20][CH2:21][N:22]1[CH2:27][CH2:26][O:25][CH2:24][CH2:23]1>>[O:25]1[CH2:26][CH2:27][N:22]([CH2:21][CH2:20][O:17][CH:13]2[CH:11]3[O:12][C:7]4[CH:6]=[CH:5][CH:4]=[C:3]([O:2][CH3:1])[C:8]=4[O:9][CH:10]3[CH2:16][CH2:15][CH2:14]2)[CH2:23][CH2:24]1 |f:1.2|. Procedure details: In an analogous manner as described in Example 3, but starting with 10 g (0.042 mole) of the alcohol of Example 2 and 9 g (0.038 mole) of 4-(2-chloroethyl)morpholine hydrochloride, there were obtained 7.4 g of the title-compound of boiling point 192°-195° C. at a pressure of 65 Pa, having the elementary analysis: Reactants: ClC1=CC(=CC=C1)C(=O)OO (m-chloroperbenzoic acid), C(Cl)Cl (methylene chloride), C(CCC)OCCOC1=CC=C(C=C1)C=1C=CC2=C(C=C(CCN2CC(C)C)C(=O)NC2=CC=C(C=C2)SCC2=NC(=CC=C2)C)C1 (7-[4-(2-butoxyethoxy)phenyl]-1-isobutyl-N-[4-[[(6-methyl-2-pyridinyl)methyl]sulfanyl]phenyl]-2,3-dihydro-1-benzazepine-4-carboxamide), C(Cl)Cl (methylene chloride), S(=S)(=O)([O-])[O-].[Na+].[Na+] (sodium thiosulfate). Run at time 15 minute. Yields the product C(CCC)OCCOC1=CC=C(C=C1)C=1C=CC2=C(C=C(CCN2CC(C)C)C(=O)NC2=CC=C(C=C2)S(=O)CC2=NC(=CC=C2)Cl)C1 (7-[4-(2-butoxyethoxy)phenyl]-N-[4-[[(6-chloro-2-pyridinyl)methyl]sulfinyl]phenyl]-1-isobutyl-2,3-dihydro-1-benzazepine-4-carboxamide). Reaction SMILES: [CH2:1]([O:5][CH2:6][CH2:7][O:8][C:9]1[CH:14]=[CH:13][C:12]([C:15]2[CH:16]=[CH:17][C:18]3[N:24]([CH2:25][CH:26]([CH3:28])[CH3:27])[CH2:23][CH2:22][C:21]([C:29]([NH:31][C:32]4[CH:37]=[CH:36][C:35]([S:38][CH2:39][C:40]5[CH:45]=[CH:44][CH:43]=C(C)[N:41]=5)=[CH:34][CH:33]=4)=[O:30])=[CH:20][C:19]=3[CH:47]=2)=[CH:11][CH:10]=1)[CH2:2][CH2:3][CH3:4].ClC1C=CC=C(C(OO)=[O:56])C=1.S([O-])([O-])(=O)=S.[Na+].[Na+].[CH2:66]([Cl:68])Cl>>[CH2:1]([O:5][CH2:6][CH2:7][O:8][C:9]1[CH:14]=[CH:13][C:12]([C:15]2[CH:16]=[CH:17][C:18]3[N:24]([CH2:25][CH:26]([CH3:28])[CH3:27])[CH2:23][CH2:22][C:21]([C:29]([NH:31][C:32]4[CH:37]=[CH:36][C:35]([S:38]([CH2:39][C:40]5[CH:45]=[CH:44][CH:43]=[C:66]([Cl:68])[N:41]=5)=[O:56])=[CH:34][CH:33]=4)=[O:30])=[CH:20][C:19]=3[CH:47]=2)=[CH:11][CH:10]=1)[CH2:2][CH2:3][CH3:4] |f:2.3.4|. Procedure details: 7-[4-(2-butoxyethoxy)phenyl]-1-isobutyl-N-[4-[[(6-methyl-2-pyridinyl)methyl]sulfanyl]phenyl]-2,3-dihydro-1-benzazepine-4-carboxamide (0.51 g) was dissolved in methylene chloride (15.3 ml), and to the mixture was added dropwise a solution of m-chloroperbenzoic acid (0.20 g) in methylene chloride (10.2 ml) at −78° C., and the mixture was stirred for 15 minutes. To the reaction mixture was added an aqueous solution of saturated sodium thiosulfate, and the mixture was extracted with ethyl acetate. T... Solvent: C(C)#N (acetonitrile), O (water), C(C)(=O)OCC (ethyl acetate). The product is CC1=C(C=C(OC2=NC=C(C=C2)[N+](=O)[O-])C=C1)OC(F)(F)F (2-[4-methyl-3-(trifluoromethoxy)phenoxy]-5-nitropyridine). Procedure: To a suspension of 4-methyl-3-(trifluoromethoxy)phenol (Intermediate 29, 364 mg, 1.89 mmol) and 2 chloro-5-nitropyridine (300 mg, 1.89 mmol) in acetonitrile (4 mL) was added K2CO3 (653 mg, 4.72 mmol) at room temperature. The mixture was heated at reflux for 18 hrs until completion. The resulting mixture was cooled down to room temperature, diluted with water (10 mL) and ethyl acetate (10 mL). Phases were separated, the organic layer was washed with an aqueous 10% solution of ammonium chloride (1... Starting materials: C(=O)([O-])[O-].[K+].[K+] (K2CO3), CC1=C(C=C(C=C1)O)OC(F)(F)F (4-methyl-3-(trifluoromethoxy)phenol), CC1=C(C=C(C=C1)O)OC(F)(F)F (4-methyl-3-(trifluoromethoxy)phenol), ClC1=NC=C(C=C1)[N+](=O)[O-] (chloro-5-nitropyridine). Reaction SMILES: [CH3:1][C:2]1[CH:7]=[CH:6][C:5]([OH:8])=[CH:4][C:3]=1[O:9][C:10]([F:13])([F:12])[F:11].Cl[C:15]1[CH:20]=[CH:19][C:18]([N+:21]([O-:23])=[O:22])=[CH:17][N:16]=1.C([O-])([O-])=O.[K+].[K+]>C(#N)C.O.C(OCC)(=O)C>[CH3:1][C:2]1[CH:7]=[CH:6][C:5]([O:8][C:15]2[CH:20]=[CH:19][C:18]([N+:21]([O-:23])=[O:22])=[CH:17][N:16]=2)=[CH:4][C:3]=1[O:9][C:10]([F:11])([F:12])[F:13] |f:2.3.4|. The yield is 100.0%. Starting materials: ice water, NC1=NC=NC2=CC(=CC=C12)Cl (4-amino-7-chloroquinazoline), C(C)OC=C(C(=O)OCC)C(=O)OCC (diethyl ethoxymethylenepropanedioate), resultant mixture. Solvent: CN(C=O)C (N,N-dimethylformamide). Run at temperature 150 celsius, time 2 hour. The product is ClC1=CC=C2C(=NC=NC2=C1)NC=C(C(=O)OCC)C(=O)OCC (diethyl [(7-chloro-4-quinazolinylamino)methylene]propanedioate). Isolated yield 65.2%. As a reaction SMILES: [NH2:1][C:2]1[C:11]2[C:6](=[CH:7][C:8]([Cl:12])=[CH:9][CH:10]=2)[N:5]=[CH:4][N:3]=1.C(O[CH:16]=[C:17]([C:23]([O:25][CH2:26][CH3:27])=[O:24])[C:18]([O:20][CH2:21][CH3:22])=[O:19])C>CN(C)C=O>[Cl:12][C:8]1[CH:7]=[C:6]2[C:11]([C:2]([NH:1][CH:16]=[C:17]([C:18]([O:20][CH2:21][CH3:22])=[O:19])[C:23]([O:25][CH2:26][CH3:27])=[O:24])=[N:3][CH:4]=[N:5]2)=[CH:10][CH:9]=1. Reported procedure: A mixture of 4-amino-7-chloroquinazoline (1.3 g) and diethyl ethoxymethylenepropanedioate (1.72 g) in N,N-dimethylformamide (6 ml) was stirred for 2 hours at 150° C. The resultant mixture was cooled to ambient temperature and poured into ice-water to give crystals, which were separated by filtration, washed with water and recrystallized from ethanol to give a mixture (1.65 g) of diethyl [(7-chloro-4-quinazolinylamino)methylene]propanedioate and ethyl 9-chloro-4-oxo-4H-pyrimido[1,2-c]quinazoline-... Reactants: C(C)(=O)NC=1C=C(C(C(=O)OC)=CC1Cl)O (methyl 4-acetylamino-5chlorosalicylate), BrC1C=CCCC1 (3-bromocyclohexene), C(=O)([O-])[O-].[K+].[K+] (K2CO3), CN(C)C=O (DMF). Reaction SMILES: [C:1]([NH:4][C:5]1[CH:6]=[C:7]([OH:16])[C:8](=[CH:13][C:14]=1[Cl:15])[C:9]([O:11][CH3:12])=[O:10])(=[O:3])[CH3:2].Br[CH:18]1[CH2:23][CH2:22][CH2:21][CH:20]=[CH:19]1.C([O-])([O-])=O.[K+].[K+].CN(C=O)C>O>[CH:18]1[CH2:23][CH2:22][CH2:21][CH:20]([O:16][C:7]2[CH:6]=[C:5]([NH:4][C:1](=[O:3])[CH3:2])[C:14]([Cl:15])=[CH:13][C:8]=2[C:9]([O:11][CH3:12])=[O:10])[CH:19]=1 |f:2.3.4|. Procedure details: A mixture of 2.5 g methyl 4-acetylamino-5chlorosalicylate, 2 g of 3-bromocyclohexene, 2 g K2CO3 and 30 ml DMF are combined and heated at 110° C. overnight. The reaction mixture is then poured into water, filtered, dried and then extracted into ether. The ether solution is treated with charcoal, filtered and evaporated to dryness to obtain methyl 2-(cyclohexen -3-yloxy)-4-acetylamino-5-chlorobenzoate. This is then purified by recrystallization from ether/hexane. (M.P. 100°-102° C.) Conditions: temperature 110 celsius. Solvent: O (water). Product: C1=CC(CCC1)OC1=C(C(=O)OC)C=C(C(=C1)NC(C)=O)Cl (methyl 2-(cyclohexen -3-yloxy)-4-acetylamino-5-chlorobenzoate).